Dataset: the Open Reaction Database (ORD), a public repository of structured organic reaction records. Task: describe an organic reaction: reactants, conditions, products, and yield The reactants are NCC(CC1=CC=C(C=C1)C1=NOC(=N1)C=1SC(=C(C1)C)CN(CC)CC)O (rac-1-amino-3-{4-[5-(5-diethylaminomethyl-4-methyl-thiophen-2-yl)-[1,2,4]oxadiazol-3-yl]-phenyl}-propan-2-ol), CN(S(=O)(=O)Cl)C (dimethylsulfamoyl chloride). Yields the product CN(S(NCC(CC1=CC=C(C=C1)C1=NOC(=N1)C=1SC(=C(C1)C)CN(CC)CC)O)(=O)=O)C (rac-N-(3-{4-[5-(5-Diethylaminomethyl-4-methyl-thiophen-2-yl)-[1,2,4]oxadiazol-3-yl]-phenyl}-2-hydroxy-propyl)-sulfamic acid dimethyl-amide). Isolated yield 33.1%. As a reaction SMILES: [NH2:1][CH2:2][CH:3]([OH:28])[CH2:4][C:5]1[CH:10]=[CH:9][C:8]([C:11]2[N:15]=[C:14]([C:16]3[S:17][C:18]([CH2:22][N:23]([CH2:26][CH3:27])[CH2:24][CH3:25])=[C:19]([CH3:21])[CH:20]=3)[O:13][N:12]=2)=[CH:7][CH:6]=1.[CH3:29][N:30]([CH3:35])[S:31](Cl)(=[O:33])=[O:32]>>[CH3:29][N:30]([CH3:35])[S:31](=[O:33])(=[O:32])[NH:1][CH2:2][CH:3]([OH:28])[CH2:4][C:5]1[CH:10]=[CH:9][C:8]([C:11]2[N:15]=[C:14]([C:16]3[S:17][C:18]([CH2:22][N:23]([CH2:24][CH3:25])[CH2:26][CH3:27])=[C:19]([CH3:21])[CH:20]=3)[O:13][N:12]=2)=[CH:7][CH:6]=1. Reported procedure: The title compound (21 mg) is prepared in analogy to Example 166 starting from rac-1-amino-3-{4-[5-(5-diethylaminomethyl-4-methyl-thiophen-2-yl)-[1,2,4]oxadiazol-3-yl]-phenyl}-propan-2-ol (50 mg, 125 μmol) and dimethylsulfamoyl chloride (22 mg, 150 μmol); LC-MS: tR=0.76 min; [M+1]+=508.18; 1H NMR (CDCl3): δ1.11 (t, J=7.0 Hz, 6H), 2.25 (s, 3H), 2.64 (q, J=7.0 Hz, 4H), 2.83 (s, 6H), 2.85-2.94 (m, 2H), 3.03-3.10 (m, 1H), 3.24-3.30 (m, 1H), 3.73 (s, 2H), 4.04-4.11 (m, 1H), 7.37 (d, J=8.3 Hz, 2H), 7.... Starting materials: ClC1=C(C(=C(C(=N1)Cl)Cl)Cl)Cl (pentachloropyridine), ClC1=NC=CC=C1 (chloropyridine). Reagents/catalysts: [Zn] (zinc). The product is ClC1=NC(=C(C=C1Cl)Cl)Cl (2,3,5,6-tetrachloropyridine). RXN SMILES: [Cl:1][C:2]1[N:7]=[C:6]([Cl:8])[C:5]([Cl:9])=[C:4](Cl)[C:3]=1[Cl:11].ClC1C=CC=CN=1>[Zn]>[Cl:8][C:6]1[C:5]([Cl:9])=[CH:4][C:3]([Cl:11])=[C:2]([Cl:1])[N:7]=1. Reported procedure: at 96.75 percent pentachloropyridine conversion. Of the metallic zinc used in the reaction, 95.61 percent reacts with chloropyridine with 91.71 percent resulting in the formation of 2,3,5,6-tetrachloropyridine. Of the metallic zinc added, 100 percent oxidizes during the reaction with 99.16 percent of it accounted for in the final products.